Dataset: the Open Reaction Database (ORD), a public repository of structured organic reaction records. Task: describe an organic reaction: reactants, conditions, products, and yield Starting materials: CCOC(=O)c1c2n(c3cc(Br)c(F)cc3c1=O)C(C)CS2, CCO, [K+], [OH-]. The product is CC1CSc2c(C(=O)O)c(=O)c3cc(F)c(Br)cc3n21. As a reaction SMILES: [Br:1][c:2]1[c:3]([F:22])[cH:4][c:5]2[c:6](=[O:21])[c:7]([C:16](=[O:17])[O:18][CH2:19][CH3:20])[c:8]3[n:9]([c:10]2[cH:11]1)[CH:12]([CH3:15])[CH2:13][S:14]3.[CH3:23][CH2:24][OH:25].[K+:27].[OH-:26]>>[Br:1][c:2]1[c:3]([F:22])[cH:4][c:5]2[c:6](=[O:21])[c:7]([C:16](=[O:17])[OH:18])[c:8]3[n:9]([c:10]2[cH:11]1)[CH:12]([CH3:15])[CH2:13][S:14]3. The reactants are NC1=C(C=C(C(=N1)N1C=C(C(C2=CC(=C(C(=C12)Cl)F)F)=O)C(=O)O)F)F (1-(6-Amino-3,5-difluoropyridin-2-yl)-8-chloro-6,7-difluoro-4-oxo-1,4-dihydroquinoline-3-carboxylic acid), NC(CO)C (2-amino-1-propanol), Cl (hydrochloric acid). Solvent: N1=CC=CC=C1 (pyridine). Conditions: temperature 45 celsius, time 16 hour. The product is NC1=C(C=C(C(=N1)N1C=C(C(C2=CC(=C(C(=C12)Cl)NC(CO)C)F)=O)C(=O)O)F)F (1-(6-Amino-3,5-difluoropyridin-2-yl)-8-chloro-6-fluoro-7-(2-hydroxy-1-methylethylamino)-4-oxo-1,4-dihydroquinoline-3-carboxylic Acid). Isolated yield 49.0%. Reaction SMILES: [NH2:1][C:2]1[N:7]=[C:6]([N:8]2[C:17]3[C:12](=[CH:13][C:14]([F:20])=[C:15](F)[C:16]=3[Cl:18])[C:11](=[O:21])[C:10]([C:22]([OH:24])=[O:23])=[CH:9]2)[C:5]([F:25])=[CH:4][C:3]=1[F:26].[NH2:27][CH:28]([CH3:31])[CH2:29][OH:30].Cl>N1C=CC=CC=1>[NH2:1][C:2]1[N:7]=[C:6]([N:8]2[C:17]3[C:12](=[CH:13][C:14]([F:20])=[C:15]([NH:27][CH:28]([CH3:31])[CH2:29][OH:30])[C:16]=3[Cl:18])[C:11](=[O:21])[C:10]([C:22]([OH:24])=[O:23])=[CH:9]2)[C:5]([F:25])=[CH:4][C:3]=1[F:26]. Procedure details: 1-(6-Amino-3,5-difluoropyridin-2-yl)-8-chloro-6,7-difluoro-4-oxo-1,4-dihydroquinoline-3-carboxylic acid (300 mg) and 2-amino-1-propanol (400 mg) were added to pyridine (1,200 mg), and the mixture was stirred at 45° C. for 16 hours. Concentrated hydrochloric acid (600 mg) was added to the reaction mixture, and the resultant mixture was concentrated under reduced pressure. Ethanol (2 ml) was added to the residue, and deposits were collected by filtration and washed with ethanol and diisopropyl eth... Reactants: CNC(=O)N1C(=CC2=CC(=CC=C12)OC1=C2C(=NC=C1)C=C(S2)C(=O)N2C(CC(C2)OC)C(O[SiH2]C(C)(C)C)(C)C)C (5-{2-[2-(tert -Butyl-dimethyl-silanyloxymethyl)-4-methoxy-pyrrolidine-1-carbonyl]-thieno[3,2-b]pyridin-7-yloxy}-2-methyl-indole-1-carboxylic acid methylamide), C(=O)(C(F)(F)F)O (TFA). The solvent is C(C)(=O)O (acetic acid), C1CCOC1 (THF). Yields the product CNC(=O)N1C(=CC2=CC(=CC=C12)OC1=C2C(=NC=C1)C=C(S2)C(=O)N2C(CC(C2)OC)CO)C (5-[2-(2-Hydroxymethyl-4-methoxy-pyrrolidine-1-carbonyl)-thieno[3,2-b]pyridin-7-yloxy]-2-methyl-indole-1-carboxylic acid methylamide). Reaction SMILES: [CH3:1][NH:2][C:3]([N:5]1[C:13]2[C:8](=[CH:9][C:10]([O:14][C:15]3[CH:20]=[CH:19][N:18]=[C:17]4[CH:21]=[C:22]([C:24]([N:26]5[CH2:30][CH:29]([O:31][CH3:32])[CH2:28][CH:27]5[C:33](C)(C)[O:34][SiH2]C(C)(C)C)=[O:25])[S:23][C:16]=34)=[CH:11][CH:12]=2)[CH:7]=[C:6]1[CH3:42])=[O:4].C(O)(C(F)(F)F)=O>C(O)(=O)C.C1COCC1>[CH3:1][NH:2][C:3]([N:5]1[C:13]2[C:8](=[CH:9][C:10]([O:14][C:15]3[CH:20]=[CH:19][N:18]=[C:17]4[CH:21]=[C:22]([C:24]([N:26]5[CH2:30][CH:29]([O:31][CH3:32])[CH2:28][CH:27]5[CH2:33][OH:34])=[O:25])[S:23][C:16]=34)=[CH:11][CH:12]=2)[CH:7]=[C:6]1[CH3:42])=[O:4]. Procedure details: Example 3(o) was prepared by dissolving the starting material 5-{2-[2-(tert -Butyl-dimethyl-silanyloxymethyl)-4-methoxy-pyrrolidine-1-carbonyl]-thieno[3,2-b]pyridin-7-yloxy}-2-methyl-indole-1-carboxylic acid methylamide (0.55 g, 1.00 mmol), as prepared in step i below, in 1 mL of acetic acid in 0.5 mL of THF and 0.5 mL of TFA and stirring at 50° C. for 3 h. The reaction mixture was quenched with 5 mL of sat. NaHCO3 and 50 mL of EtOAc the partitioned with 50/50 NaHCO3 (2×50 mL) organic layer drie... Reactants: CCNc1nc(SC)ncc1Cc1cc(OC)c(OC)cc1C(C)C, C1CCOC1, O, O. Product: CCNc1nc(S(C)(=O)=O)ncc1Cc1cc(OC)c(OC)cc1C(C)C. RXN SMILES: [CH2:1]([CH3:2])[NH:3][c:4]1[n:5][c:6]([S:24][CH3:25])[n:7][cH:8][c:9]1[CH2:10][c:11]1[c:12]([CH:21]([CH3:22])[CH3:23])[cH:13][c:14]([O:19][CH3:20])[c:15]([O:17][CH3:18])[cH:16]1.[CH2:27]1[O:28][CH2:29][CH2:30][CH2:31]1.[OH2:26].[OH2:32]>>[CH2:1]([CH3:2])[NH:3][c:4]1[n:5][c:6]([S:24]([CH3:25])(=[O:26])=[O:32])[n:7][cH:8][c:9]1[CH2:10][c:11]1[c:12]([CH:21]([CH3:22])[CH3:23])[cH:13][c:14]([O:19][CH3:20])[c:15]([O:17][CH3:18])[cH:16]1. RXN SMILES: [Br:11][c:12]1[cH:13][cH:14][c:15]([CH:16]=[O:17])[cH:18][cH:19]1.[CH2:20]1[CH2:21][CH2:22][NH:23][CH2:24][CH2:25]1.[CH3:1][C:2](=[O:3])[CH2:4][c:5]1[cH:6][cH:7][cH:8][cH:9][cH:10]1.[cH:26]1[cH:27][cH:28][cH:29][cH:30][cH:31]1>>[CH3:1][C:2](=[O:3])[C:4]([c:5]1[cH:6][cH:7][cH:8][cH:9][cH:10]1)=[CH:16][c:15]1[cH:14][cH:13][c:12]([Br:11])[cH:19][cH:18]1. Starting materials: O=Cc1ccc(Br)cc1, C1CCNCC1, CC(=O)Cc1ccccc1, c1ccccc1. The product is CC(=O)C(=Cc1ccc(Br)cc1)c1ccccc1. Reactants: solution, [Si](C)(C)(C(C)(C)C)O[C@@H]1C=2C3=C(C(=NC2CC(C1)(C)C)Cl)[C@H](OC31CCOCC1)C1=CC=C(C=C1)C(F)(F)F ((3R,9S)-9-(tert-butyldimethylsilyloxy)-4-chloro-7,7-dimethyl-3-(4-(trifluoromethyl)phenyl)-2′,3′,5′,6,6′,7,8,9-octahydro-3H-spiro[furo[3,4-c]quinoline-1,4′-pyran]), C(=C)(C)[B-](F)(F)F.[K+] (potassium isopropenyltrifluoroborate), C1(=CC=CC=C1)C (toluene), C([O-])([O-])=O.[Cs+].[Cs+] (caesium carbonate). The solvent is O (water), O1CCCC1 (tetrahydrofurane). Reaction conditions: temperature 100 celsius, time 72 hour. Product: [Si](C)(C)(C(C)(C)C)O[C@@H]1C=2C3=C(C(=NC2CC(C1)(C)C)C(=C)C)[C@H](OC31CCOCC1)C1=CC=C(C=C1)C(F)(F)F ((3R,9S)-9-(tert-Butyldimethylsilyloxy)-7,7-dimethyl-4-(prop-1-en-2-yl)-3-(4-(trifluoromethyl)phenyl)-2′,3′,5′,6,6′,7,8,9-octahydro-3H-spiro[furo[3,4-c]quinoline-1,4′-pyran]). Reaction SMILES: [Si:1]([O:8][C@H:9]1[CH2:18][C:17]([CH3:20])([CH3:19])[CH2:16][C:15]2[N:14]=[C:13](Cl)[C:12]3[C@@H:22]([C:30]4[CH:35]=[CH:34][C:33]([C:36]([F:39])([F:38])[F:37])=[CH:32][CH:31]=4)[O:23][C:24]4([CH2:29][CH2:28][O:27][CH2:26][CH2:25]4)[C:11]=3[C:10]1=2)([C:4]([CH3:7])([CH3:6])[CH3:5])([CH3:3])[CH3:2].[C:40]([B-](F)(F)F)([CH3:42])=[CH2:41].[K+].C1(C)C=CC=CC=1.C(=O)([O-])[O-].[Cs+].[Cs+]>O1CCCC1.O>[Si:1]([O:8][C@H:9]1[CH2:18][C:17]([CH3:20])([CH3:19])[CH2:16][C:15]2[N:14]=[C:13]([C:40]([CH3:42])=[CH2:41])[C:12]3[C@@H:22]([C:30]4[CH:35]=[CH:34][C:33]([C:36]([F:39])([F:38])[F:37])=[CH:32][CH:31]=4)[O:23][C:24]4([CH2:29][CH2:28][O:27][CH2:26][CH2:25]4)[C:11]=3[C:10]1=2)([C:4]([CH3:7])([CH3:6])[CH3:5])([CH3:3])[CH3:2] |f:1.2,4.5.6|. Procedure details: 500 mg (3R,9S)-9-(tert-butyldimethylsilyloxy)-4-chloro-7,7-dimethyl-3-(4-(trifluoromethyl)phenyl)-2′,3′,5′,6,6′,7,8,9-octahydro-3H-spiro[furo[3,4-c]quinoline-1,4′-pyran] and 254 mg potassium isopropenyltrifluoroborate are dissolved in 3 ml tetrahydrofurane, 0.5 ml toluene and 3 ml of a 2 M solution of caesium carbonate in water. The mixture is purged for 15 minutes with argon. Then 42 mg 1,1′-bis-(diphenylphosphino)-ferrocene-dichloro-palladium-(II) complex with dichloromethane are added and the...